From a dataset of the Open Reaction Database (ORD), a public repository of structured organic reaction records. describe an organic reaction: reactants, conditions, products, and yield Reactants: Cc1c[nH]c2cccc(Br)c12, CCCC[N+](CCCC)(CCCC)CCCC, ClCCl, [Na+], [OH-], O=S(=O)([O-])O, O=S(=O)(Cl)c1ccccc1. Product: Cc1cn(S(=O)(=O)c2ccccc2)c2cccc(Br)c12. RXN SMILES: [Br:3][c:4]1[c:5]2[c:6]([CH3:13])[cH:7][nH:8][c:9]2[cH:10][cH:11][cH:12]1.[CH2:29]([N+:30]([CH2:31][CH2:32][CH2:33][CH3:34])([CH2:35][CH2:36][CH2:37][CH3:38])[CH2:39][CH2:40][CH2:41][CH3:42])[CH2:43][CH2:44][CH3:45].[Cl:46][CH2:47][Cl:48].[Na+:2].[OH-:1].[S:24]([O-:25])([OH:26])(=[O:27])=[O:28].[c:14]1([S:20](=[O:21])(=[O:22])[Cl:23])[cH:15][cH:16][cH:17][cH:18][cH:19]1>>[Br:3][c:4]1[c:5]2[c:6]([CH3:13])[cH:7][n:8]([S:20]([c:14]3[cH:15][cH:16][cH:17][cH:18][cH:19]3)(=[O:21])=[O:22])[c:9]2[cH:10][cH:11][cH:12]1. Starting materials: aqueous solution, N(=O)[O-].[Na+] (sodium nitrite), C(O)([O-])=O.[Na+] (sodium hydrogen carbonate), aqueous solution, cuprous cyanide, cuprous chloride, [C-]#N.[K+] (potassium cyanide), NC1=CC2=C(OC3(CC3)C2=O)C=C1 (5-Aminospiro[benzo[b]furan-2(3H),1'-cyclopropane]-3-one), diazonium salt. Run in ice water, C1(=CC=CC=C1)C (toluene), C(C)(=O)OCC (ethyl acetate), Cl (HCl). Conditions: time 1 hour. Product: C(#N)C1=CC2=C(OC3(CC3)C2=O)C=C1 (5-cyanospiro[benzo[b]furan-2(3H),1'-cyclopropane]-3-one). Yield: 75.7%. Reaction SMILES: N[C:2]1[CH:13]=[CH:12][C:5]2[O:6][C:7]3([C:10](=[O:11])[C:4]=2[CH:3]=1)[CH2:9][CH2:8]3.N([O-])=O.[Na+].C(=O)([O-])O.[Na+].[C-:23]#[N:24].[K+]>Cl.C(OCC)(=O)C.C1(C)C=CC=CC=1>[C:23]([C:2]1[CH:13]=[CH:12][C:5]2[O:6][C:7]3([C:10](=[O:11])[C:4]=2[CH:3]=1)[CH2:9][CH2:8]3)#[N:24] |f:1.2,3.4,5.6|. Procedure details: 5-Aminospiro[benzo[b]furan-2(3H),1'-cyclopropane]-3-one (1.75 g.) was dissolved in conc. HCl (2.5 ml.) and ice-water (20 ml.), and to the solution was added dropwise 2 ml of aqueous solution of sodium nitrite (0.7 g.) under ice-cooling. After stirring for one hour and adding toluene (5 ml.), the solution was neutralized with sodium hydrogen carbonate at -20° C. To 18 ml of another aqueous solution of cuprous cyanide prepared from cuprous chloride (2.4 g.) and potassium cyanide (4.4 g.) was added... Starting materials: [OH-].[Na+] (sodium hydroxide), Cl (hydrochloric acid), COC(CCC=1OC=C(N1)C1=CC=C(C=C1)NC1=NC(=NC(=C1)C1=C(C=CC(=C1)Cl)C)N)=O (3-(4-{4-[2-amino-6-(5-chloro-2-methyl-phenyl)-pyrimidin-4-ylamino]-phenyl}-oxazol-2-yl)-propionic acid methyl ester), CO (methanol). The solvent is O (water). The product is NC1=NC(=CC(=N1)NC1=CC=C(C=C1)C=1N=C(OC1)CCC(=O)O)C1=C(C=CC(=C1)Cl)C (3-(4-{4-[2-Amino-6-(5-chloro-2-methyl-phenyl)-pyrimidin-4-ylamino]-phenyl}-oxazol-2-yl)-propionic acid), Cl (hydrochloric acid). As a reaction SMILES: C[O:2][C:3](=[O:33])[CH2:4][CH2:5][C:6]1[O:7][CH:8]=[C:9]([C:11]2[CH:16]=[CH:15][C:14]([NH:17][C:18]3[CH:23]=[C:22]([C:24]4[CH:29]=[C:28]([Cl:30])[CH:27]=[CH:26][C:25]=4[CH3:31])[N:21]=[C:20]([NH2:32])[N:19]=3)=[CH:13][CH:12]=2)[N:10]=1.CO.[OH-].[Na+].[ClH:38]>O>[NH2:32][C:20]1[N:19]=[C:18]([NH:17][C:14]2[CH:13]=[CH:12][C:11]([C:9]3[N:10]=[C:6]([CH2:5][CH2:4][C:3]([OH:33])=[O:2])[O:7][CH:8]=3)=[CH:16][CH:15]=2)[CH:23]=[C:22]([C:24]2[CH:29]=[C:28]([Cl:30])[CH:27]=[CH:26][C:25]=2[CH3:31])[N:21]=1.[ClH:38] |f:2.3|. Reported procedure: A mixture of 3-(4-{4-[2-amino-6-(5-chloro-2-methyl-phenyl)-pyrimidin-4-ylamino]-phenyl}-oxazol-2-yl)-propionic acid methyl ester (106 mg, 0.21 mmol), methanol (15 ml), and a solution of sodium hydroxide (500 mg, 12.5 mmol) in water (10 ml) was heated to 70° C. for 2 hours. After cooled to room temperature, the reaction mixture was neutralized to pH=1 using concentrated hydrochloric acid. Solid was collected via filtration and dried to give title compound in its hydrochloric acid salt form, (106 ... The reactants are COc1ccc(C(=O)C(=O)c2ccc(C#N)c(Br)c2)cc1C, CCCC[Sn](CCCC)(CCCC)c1cccnc1, CCOCCOCC. Yields the product COc1ccc(C(=O)C(=O)c2ccc(C#N)c(-c3cccnc3)c2)cc1C. As a reaction SMILES: [Br:1][c:2]1[c:3]([C:4]#[N:5])[cH:6][cH:7][c:8]([C:10]([C:11](=[O:12])[c:13]2[cH:14][c:15]([CH3:21])[c:16]([O:19][CH3:20])[cH:17][cH:18]2)=[O:22])[cH:9]1.[CH2:23]([Sn:24]([CH2:25][CH2:26][CH2:27][CH3:34])([c:28]1[cH:29][n:30][cH:31][cH:32][cH:33]1)[CH2:35][CH2:36][CH2:37][CH3:38])[CH2:39][CH2:40][CH3:41].[CH2:42]([O:43][CH2:44][CH2:45][O:46][CH2:47][CH3:48])[CH3:49]>>[c:2]1(-[c:28]2[cH:29][n:30][cH:31][cH:32][cH:33]2)[c:3]([C:4]#[N:5])[cH:6][cH:7][c:8]([C:10]([C:11](=[O:12])[c:13]2[cH:14][c:15]([CH3:21])[c:16]([O:19][CH3:20])[cH:17][cH:18]2)=[O:22])[cH:9]1. Starting materials: C1OC=2C=C(CCN)C=CC2OC1 (3,4-ethylenedioxyphenethylamine), ClC=1C2=C(N=C(N1)C1=CC=NC=C1)SC(=C2)[N+](=O)[O-] (4-chloro-2-(pyridin-4-yl)-6-nitro-thieno-[2,3-d]-pyrimidine). The product is N1=CC=C(C=C1)C=1N=C(C2=C(N1)SC(=C2)[N+](=O)[O-])NCCC2=CC1=C(C=C2)OCCO1 (2-(pyridin-4-yl)-4-(3,4-ethylenedioxyphenethylamino)-6-nitro-thieno-[2,3-d]-pyrimidine). As a reaction SMILES: [CH2:1]1[CH2:13][O:12][C:11]2[CH:10]=[CH:9][C:5]([CH2:6][CH2:7][NH2:8])=[CH:4][C:3]=2[O:2]1.Cl[C:15]1[C:16]2[CH:29]=[C:28]([N+:30]([O-:32])=[O:31])[S:27][C:17]=2[N:18]=[C:19]([C:21]2[CH:26]=[CH:25][N:24]=[CH:23][CH:22]=2)[N:20]=1>>[N:24]1[CH:23]=[CH:22][C:21]([C:19]2[N:20]=[C:15]([NH:8][CH2:7][CH2:6][C:5]3[CH:9]=[CH:10][C:11]4[O:12][CH2:13][CH2:1][O:2][C:3]=4[CH:4]=3)[C:16]3[CH:29]=[C:28]([N+:30]([O-:32])=[O:31])[S:27][C:17]=3[N:18]=2)=[CH:26][CH:25]=1. Reported procedure: With the procedure of Example 1, the reaction of 3,4-ethylenedioxyphenethylamine with 4-chloro-2-(pyridin-4-yl)-6-nitro-thieno-[2,3-d]-pyrimidine yields 2-(pyridin-4-yl)-4-(3,4-ethylenedioxyphenethylamino)-6-nitro-thieno-[2,3-d]-pyrimidine. Product: FC1=C(C(=CC=C1)F)S(=O)(=O)N1C=C(C(=C1C=1C(=NC=CC1)F)F)CN(C(OC(C)(C)C)=O)C (tert-butyl ({1-[(2,6-difluorophenyl)sulfonyl]-4-fluoro-5-(2-fluoropyridin-3-yl)-1H-pyrrol-3-yl}methyl)methylcarbamate). Procedure: To a solution of tert-butyl {[4-fluoro-5-(2-fluoropyridin-3-yl)-1H-pyrrol-3-yl]methyl}methylcarbamate (324 mg) in tetrahydrofuran (20 mL) was added sodium hydride (60% in oil, 121 mg) at room temperature and the mixture was stirred for 15 min. 15-Crown-5 (664 mg) was added dropwise, and the mixture was stirred for 5 min. 2,6-Difluorobenzenesulfonyl chloride (320 mg) was added, and the mixture was further stirred for 30 min. The reaction mixture was diluted with water, and extracted with ethyl ac... Starting materials: FC=1C(=CNC1C=1C(=NC=CC1)F)CN(C(OC(C)(C)C)=O)C (tert-butyl {[4-fluoro-5-(2-fluoropyridin-3-yl)-1H-pyrrol-3-yl]methyl}methylcarbamate), [H-].[Na+] (sodium hydride), FC1=C(C(=CC=C1)F)S(=O)(=O)Cl (2,6-Difluorobenzenesulfonyl chloride), C1COCCOCCOCCOCCO1 (15-Crown-5). As a reaction SMILES: [F:1][C:2]1[C:3]([CH2:14][N:15]([CH3:23])[C:16](=[O:22])[O:17][C:18]([CH3:21])([CH3:20])[CH3:19])=[CH:4][NH:5][C:6]=1[C:7]1[C:8]([F:13])=[N:9][CH:10]=[CH:11][CH:12]=1.[H-].[Na+].C1OCCOCCOCCOCCOC1.[F:41][C:42]1[CH:47]=[CH:46][CH:45]=[C:44]([F:48])[C:43]=1[S:49](Cl)(=[O:51])=[O:50]>O1CCCC1.O>[F:41][C:42]1[CH:47]=[CH:46][CH:45]=[C:44]([F:48])[C:43]=1[S:49]([N:5]1[C:6]([C:7]2[C:8]([F:13])=[N:9][CH:10]=[CH:11][CH:12]=2)=[C:2]([F:1])[C:3]([CH2:14][N:15]([CH3:23])[C:16](=[O:22])[O:17][C:18]([CH3:19])([CH3:20])[CH3:21])=[CH:4]1)(=[O:51])=[O:50] |f:1.2|. Reaction conditions: time 15 minute. The solvent is O1CCCC1 (tetrahydrofuran), O (water). Isolated yield 85.9%.